Dataset: the Open Reaction Database (ORD), a public repository of structured organic reaction records. Task: describe an organic reaction: reactants, conditions, products, and yield Reactants: C(C=C)C=1C(=C2C(OCC2=C(C1OC)C)=O)O[Si](C)(C)C(C)(C)C (5-allyl-4-tert-butyldimethylsilyloxy-1,3-dihydro -6-methoxy-7-methyl-3-oxoisobenzofuran), C(C)(=O)OC(C)=O (acetic anhydride), ice water. The solvent is C(C)(=O)O (acetic acid). Yields the product C(C)(=O)OC1=C2C(OCC2=C(C(=C1CC=C)OC)C)=O (4-acetoxy-5-allyl -1,3-dihydro-6-methoxy-7-methyl-3-oxoisobenzofuran). As a reaction SMILES: [CH2:1]([C:4]1[C:5]([O:17][Si](C(C)(C)C)(C)C)=[C:6]2[C:10](=[C:11]([CH3:15])[C:12]=1[O:13][CH3:14])[CH2:9][O:8][C:7]2=[O:16])[CH:2]=[CH2:3].[C:25](OC(=O)C)(=[O:27])[CH3:26]>C(O)(=O)C>[C:25]([O:17][C:5]1[C:4]([CH2:1][CH:2]=[CH2:3])=[C:12]([O:13][CH3:14])[C:11]([CH3:15])=[C:10]2[C:6]=1[C:7](=[O:16])[O:8][CH2:9]2)(=[O:27])[CH3:26]. Procedure: A solution of 5-allyl-4-tert-butyldimethylsilyloxy-1,3-dihydro -6-methoxy-7-methyl-3-oxoisobenzofuran [(J. W. Patterson and G. Huang, Chemical Communications, 1579 (1991)] (7.5 g) in acetic acid (95 ml) and acetic anhydride (95 ml) was refluxed for 18 hours, then cooled and poured into ice water. The solution was extracted with ethyl acetate, and the extract washed with dilute aqueous sodium bicarbonate, followed by water, then dried and evaporated. The residue was chromatographed on silica gel,... The reactants are C(CCCCC(=O)O)(=O)O (adipic acid), N (ammonia). Yields the product C(CCCCC(=O)[O-])(=O)O.[NH4+] (ammonium hydrogen adipate). RXN SMILES: [C:1]([OH:10])(=[O:9])[CH2:2][CH2:3][CH2:4][CH2:5][C:6]([OH:8])=[O:7].[NH3:11]>>[C:1]([OH:10])(=[O:9])[CH2:2][CH2:3][CH2:4][CH2:5][C:6]([O-:8])=[O:7].[NH4+:11] |f:2.3|. Procedure: Exceptions to this generalization are provided by the reactions of adipic acid with ammonia and with tert.butylamine. When adipic acid is reacted with two or more moles of ammonia, diammonium adipate is obtained in quantitative yield. However, if one reacts adipic acid with one mole of ammonia one can obtain ammonium hydrogen adipate as a pure crystalline salt. When adipic acid is reacted with two or more moles of tert.butylamine, bis-tert.butylammonium adipate is obtained in quantitative yield,... The reactants are CC(C)(C)OC(=O)N1CCN(c2ncc(Cl)cc2NC(=O)c2cccc(C(F)(F)F)c2)CC1, ClCCl, C1COCCO1, Cl. The product is O=C(Nc1cc(Cl)cnc1N1CCNCC1)c1cccc(C(F)(F)F)c1. Reaction SMILES: [C:1]([O:2][C:3](=[O:4])[N:8]1[CH2:9][CH2:10][N:11]([c:14]2[n:15][cH:16][c:17]([Cl:33])[cH:18][c:19]2[NH:20][C:21]([c:22]2[cH:23][c:24]([C:28]([F:29])([F:30])[F:31])[cH:25][cH:26][cH:27]2)=[O:32])[CH2:12][CH2:13]1)([CH3:5])([CH3:6])[CH3:7].[CH2:35]([Cl:36])[Cl:37].[CH2:38]1[O:39][CH2:40][CH2:41][O:42][CH2:43]1.[ClH:34]>>[NH:8]1[CH2:9][CH2:10][N:11]([c:14]2[n:15][cH:16][c:17]([Cl:33])[cH:18][c:19]2[NH:20][C:21]([c:22]2[cH:23][c:24]([C:28]([F:29])([F:30])[F:31])[cH:25][cH:26][cH:27]2)=[O:32])[CH2:12][CH2:13]1. Starting materials: CC(C)(C)[O-], CS(C)=O, OCCCCl, [K+], O, Oc1cccc2cccnc12. Product: OCCCOc1cccc2cccnc12. Reaction SMILES: [CH3:12][C:13]([CH3:14])([O-:15])[CH3:16].[CH3:24][S:25](=[O:26])[CH3:27].[Cl:18][CH2:19][CH2:20][CH2:21][OH:22].[K+:17].[OH2:23].[OH:1][c:2]1[cH:3][cH:4][cH:5][c:6]2[cH:7][cH:8][cH:9][n:10][c:11]12>>[O:1]([c:2]1[cH:3][cH:4][cH:5][c:6]2[cH:7][cH:8][cH:9][n:10][c:11]12)[CH2:19][CH2:20][CH2:21][OH:22]. Starting materials: ClC1=C2C=CC=NC2=C(C(=C1)C(C)=O)N1CCN(CC1)CCOC (1-{5-chloro-8-[4-(2-methoxyethyl)piperazin-1-yl]quinolin-7-yl}ethanone), C(C)(=O)[O-].[NH4+] (ammonium acetate), C(#N)[BH3-].[Na+] (sodium cyanoborohydride), resultant mixture. The solvent is CO (methanol), C(C)#N (acetonitrile). Run at temperature 65 celsius. Product: ClC1=C2C=CC=NC2=C(C(=C1)C(C)N)N1CCN(CC1)CCOC (1-{5-chloro-8-[4-(2-methoxyethyl)piperazin-1-yl]quinolin-7-yl}ethanamine). Reaction SMILES: [Cl:1][C:2]1[CH:11]=[C:10]([C:12](=O)[CH3:13])[C:9]([N:15]2[CH2:20][CH2:19][N:18]([CH2:21][CH2:22][O:23][CH3:24])[CH2:17][CH2:16]2)=[C:8]2[C:3]=1[CH:4]=[CH:5][CH:6]=[N:7]2.C([O-])(=O)C.[NH4+].C([BH3-])#[N:31].[Na+]>CO.C(#N)C>[Cl:1][C:2]1[CH:11]=[C:10]([CH:12]([NH2:31])[CH3:13])[C:9]([N:15]2[CH2:16][CH2:17][N:18]([CH2:21][CH2:22][O:23][CH3:24])[CH2:19][CH2:20]2)=[C:8]2[C:3]=1[CH:4]=[CH:5][CH:6]=[N:7]2 |f:1.2,3.4|. Reported procedure: A mixture of 1-{5-chloro-8-[4-(2-methoxyethyl)piperazin-1-yl]quinolin-7-yl}ethanone (22 mg, 0.063 mmol) and ammonium acetate (48.8 mg, 0.632 mmol) in methanol (0.36 mL) and acetonitrile (0.36 mL) was heated at 65° C. in a sealed tube for 30 minutes. After cooling, sodium cyanoborohydride (7.95 mg, 0.126 mmol) was added to the resultant mixture. The reaction was heated at 65° C. for another 4 hours, then cooled to room temperature, quenched with saturated sodium bicarbonate, and extracted with di...